describe an organic reaction: reactants, conditions, products, and yield From a dataset of the Open Reaction Database (ORD), a public repository of structured organic reaction records. The reactants are [BH4-].[Na+] (sodium borohydride), C(C)(=O)C=1N=C(NC1C(=O)OCC)CCC (ethyl 4-acetyl-2-propylimidazole-5-carboxylate), CC(=O)C (acetone). The solvent is C(C)O (ethanol). Run at time 30 minute. The product is OC(C)C=1N=C(NC1C(=O)OCC)CCC (Ethyl 4-(1-hydroxyethyl)-2-propylimidazole-5-carboxylate). Isolated yield 87.2%. RXN SMILES: [BH4-].[Na+].[C:3]([C:6]1[N:7]=[C:8]([CH2:16][CH2:17][CH3:18])[NH:9][C:10]=1[C:11]([O:13][CH2:14][CH3:15])=[O:12])(=[O:5])[CH3:4].CC(C)=O>C(O)C>[OH:5][CH:3]([C:6]1[N:7]=[C:8]([CH2:16][CH2:17][CH3:18])[NH:9][C:10]=1[C:11]([O:13][CH2:14][CH3:15])=[O:12])[CH3:4] |f:0.1|. Procedure: 125 mg of sodium borohydride were added to a solution of 1.50 g of ethyl 4-acetyl-2-propylimidazole-5-carboxylate [prepared as described in step (ii) above] in 15 ml of ethanol, and the resulting mixture was stirred at room temperature for 30 minutes. 2 ml of acetone were added, and the mixture was stirred for a further 10 minutes. The reaction mixture was then concentrated by evaporation under reduced pressure, and the concentrate was dissolved in methanol. The solution was again concentrated b... Yields the product Br, CC(=O)Nc1cccc(C(=O)CN2CCSC2=N)c1. Reactants: CC(=O)Nc1cccc(C(=O)CBr)c1, CC(C)=O, NC1=NCCS1. As a reaction SMILES: [Br:1][CH2:2][C:3](=[O:4])[c:5]1[cH:6][c:7]([NH:8][C:9]([CH3:10])=[O:11])[cH:12][cH:13][cH:14]1.[CH3:21][C:22](=[O:23])[CH3:24].[NH2:15][C:16]1=[N:20][CH2:19][CH2:18][S:17]1>>[BrH:1].[CH2:2]([C:3](=[O:4])[c:5]1[cH:6][c:7]([NH:8][C:9]([CH3:10])=[O:11])[cH:12][cH:13][cH:14]1)[N:20]1[C:16](=[NH:15])[S:17][CH2:18][CH2:19]1. Yield: 90.3%. Run at time 3 hour. Procedure details: A mixture of 2-chloro-5-fluoro-4-nitropyridine-1-oxide (11, 1.3 g, 6.8 mmol) and 1.6 g of Raney nickel in 80 mL of anhydrous ethyl alcohol was hydrogenated at 40 psi in a Parr hydrogenation apparatus for 3 h when TLC showed that the starting material had disappeared and a new spot was detected (CH2Cl2/EtOAc, 4:1, v/v, Rf0.78 and 0.71, for the starting material and the product, respectively). The catalyst was removed by filtration and washed carefully with ethyl alcohol. The filtrate and washings... Reagents/catalysts: [Ni] (Raney nickel). Run in C(C)O (ethyl alcohol). Reaction SMILES: [Cl:1][C:2]1[CH:7]=[C:6]([N+:8]([O-])=O)[C:5]([F:11])=[CH:4][N+:3]=1[O-].C(Cl)Cl.CCOC(C)=O>[Ni].C(O)C>[NH2:8][C:6]1[C:5]([F:11])=[CH:4][N:3]=[C:2]([Cl:1])[CH:7]=1 |f:1.2|. Starting materials: ClC1=[N+](C=C(C(=C1)[N+](=O)[O-])F)[O-] (2-Chloro-5-fluoro-4-nitropyridine-1-oxide), C(Cl)Cl.CCOC(=O)C (CH2Cl2 EtOAc). Yields the product NC1=CC(=NC=C1F)Cl (4-Amino-2-chloro-5-fluoropyridine). Starting materials: C1CSC2(C=C3CC[C@H]4[C@@H]5CC[C@@H]([C@@]5(C)CC[C@@H]4[C@]3([C@H](C2)C)CO)O)O1 (17β,19-dihydroxy-1α-methyl-4-androsten-3-one 3-ethylenethioketal). Reagents/catalysts: [Ni] (Raney nickel). Run in CO (methanol). Product: C[C@H]1CCC=C2CC[C@H]3[C@@H]4CC[C@@H]([C@@]4(C)CC[C@@H]3[C@@]12CO)O (1α-methyl-4-androstene-17β,19-diol). Reaction SMILES: C1O[C:4]2([CH2:21][C@H:20]([CH3:22])[C@@:19]3([CH2:23][OH:24])[C:6]([CH2:7][CH2:8][C@@H:9]4[C@@H:18]3[CH2:17][CH2:16][C@@:14]3([CH3:15])[C@H:10]4[CH2:11][CH2:12][C@@H:13]3[OH:25])=[CH:5]2)SC1>[Ni].CO>[CH3:22][C@@H:20]1[C@@:19]2([CH2:23][OH:24])[C:6]([CH2:7][CH2:8][C@@H:9]3[C@@H:18]2[CH2:17][CH2:16][C@@:14]2([CH3:15])[C@H:10]3[CH2:11][CH2:12][C@@H:13]2[OH:25])=[CH:5][CH2:4][CH2:21]1. Procedure: Raney nickel is added to a solution of 17β,19-dihydroxy-1α-methyl-4-androsten-3-one 3-ethylenethioketal in methanol and the resulting suspension is refluxed for 4 hours with rapid stirring. The suspension is cooled, filtered and the solvent evaporated. The remaining residue is chromatographed on silica gel an eluted with methylenechloride. Recrystallization from acetone-hexane yields the compound 1α-methyl-4-androstene-17β,19-diol.